describe an organic reaction: reactants, conditions, products, and yield From a dataset of the Open Reaction Database (ORD), a public repository of structured organic reaction records. The reactants are CCCCc1nnc(OC2CCN(C)CC2)cc1-c1ccc(OC2CCCCC2)c(N)c1, CC(=O)Cl, CN(C)c1ccncc1, CCN(C(C)C)C(C)C, ClCCl, Cl, Cl, Cl, Cl. Yields the product CCCCc1nnc(OC2CCN(C)CC2)cc1-c1ccc(OC2CCCCC2)c(NC(C)=O)c1, Cl, Cl. RXN SMILES: [CH2:4]([CH2:5][CH2:6][CH3:7])[c:8]1[n:9][n:10][c:11]([O:28][CH:29]2[CH2:30][CH2:31][N:32]([CH3:35])[CH2:33][CH2:34]2)[cH:12][c:13]1-[c:14]1[cH:15][cH:16][c:17]([O:21][CH:22]2[CH2:23][CH2:24][CH2:25][CH2:26][CH2:27]2)[c:18]([NH2:20])[cH:19]1.[CH3:36][C:37]([Cl:38])=[O:39].[CH3:53][N:54]([c:55]1[cH:56][cH:57][n:58][cH:59][cH:60]1)[CH3:61].[CH:40]([N:41]([CH2:42][CH3:43])[CH:44]([CH3:45])[CH3:46])([CH3:47])[CH3:48].[Cl:50][CH2:51][Cl:52].[ClH:1].[ClH:2].[ClH:3].[ClH:49]>>[CH2:4]([CH2:5][CH2:6][CH3:7])[c:8]1[n:9][n:10][c:11]([O:28][CH:29]2[CH2:30][CH2:31][N:32]([CH3:35])[CH2:33][CH2:34]2)[cH:12][c:13]1-[c:14]1[cH:15][cH:16][c:17]([O:21][CH:22]2[CH2:23][CH2:24][CH2:25][CH2:26][CH2:27]2)[c:18]([NH:20][C:37]([CH3:36])=[O:39])[cH:19]1.[ClH:1].[ClH:38]. Reactants: C(C)(=O)NC1=CC(=C2C(=C(NC2=C1)C)C)C (6-acetamido-2,3,4-trimethylindole). The solvent is Cl (hydrochloric acid). Run at time 3 hour. Product: NC1=CC(=C2C(=C(NC2=C1)C)C)C (6-amino-2,3,4-trimethylindole). The yield is 118.4%. As a reaction SMILES: C([NH:4][C:5]1[CH:13]=[C:12]2[C:8]([C:9]([CH3:15])=[C:10]([CH3:14])[NH:11]2)=[C:7]([CH3:16])[CH:6]=1)(=O)C>Cl>[NH2:4][C:5]1[CH:13]=[C:12]2[C:8]([C:9]([CH3:15])=[C:10]([CH3:14])[NH:11]2)=[C:7]([CH3:16])[CH:6]=1. Procedure: A suspension of 3.67 g of 6-acetamido-2,3,4-trimethylindole in 15 ml of hydrochloric acid (12N) is brought to 100° C. for 3 hours. The mixture is cooled and the precipitate is drained and washed successively with 3 ml of hydrochloric acid (12N) and 20 ml of absolute ethanol. 3.5 g of a white precipitate are obtained.